Dataset: the Open Reaction Database (ORD), a public repository of structured organic reaction records. Task: describe an organic reaction: reactants, conditions, products, and yield The reactants are CCO, COc1nc(Cl)cc(Cl)n1, NCCc1ccc(F)c(F)c1, O. Yields the product COc1nc(Cl)cc(NCCc2ccc(F)c(F)c2)n1. RXN SMILES: [CH3:23][CH2:24][OH:25].[Cl:1][c:2]1[n:3][c:4]([O:9][CH3:10])[n:5][c:6]([Cl:8])[cH:7]1.[F:11][c:12]1[cH:13][c:14]([CH2:19][CH2:20][NH2:21])[cH:15][cH:16][c:17]1[F:18].[OH2:22]>>[c:2]1([NH:21][CH2:20][CH2:19][c:14]2[cH:13][c:12]([F:11])[c:17]([F:18])[cH:16][cH:15]2)[n:3][c:4]([O:9][CH3:10])[n:5][c:6]([Cl:8])[cH:7]1. Starting materials: C(C)(C)(C)OC(NC(CC(C=C)O)CC1=CC=C(C=C1)OC(C)(C)C)=O ([1-(4-tert-Butoxy-benzyl)-3-hydroxy-pent-4-enyl]-carbamic acid tert-butyl ester), C[Si](C)(C)[N-][Si](C)(C)C.[K+] (KHMDS). Solvent: CCOCC (ether), C1CCOC1 (THF). Run at time 45 minute. Yields the product C(C)(C)(C)OC1=CC=C(CC2NC(OC(C2)C=C)=O)C=C1 (4-(4-tert-Butoxy-benzyl)-6-vinyl-[1,3]oxazinan-2-one). Yield: 96.0%. As a reaction SMILES: C([O:5][C:6](=[O:26])[NH:7][CH:8]([CH2:14][C:15]1[CH:20]=[CH:19][C:18]([O:21][C:22]([CH3:25])([CH3:24])[CH3:23])=[CH:17][CH:16]=1)[CH2:9][CH:10](O)[CH:11]=[CH2:12])(C)(C)C.C[Si]([N-][Si](C)(C)C)(C)C.[K+]>C1COCC1.CCOCC>[C:22]([O:21][C:18]1[CH:17]=[CH:16][C:15]([CH2:14][CH:8]2[CH2:9][CH:10]([CH:11]=[CH2:12])[O:26][C:6](=[O:5])[NH:7]2)=[CH:20][CH:19]=1)([CH3:23])([CH3:24])[CH3:25] |f:1.2|. Procedure details: To a solution of 46 (20.0 mg, 0.056 mmol) in dry THF (1.2 mL) under N2 at room temperature was added KHMDS solution (0.5 M, 0.12 mL, 0.060 mmol). After the addition, the reaction mixture was stirred for 45 min. and diluted with ether. The solution was washed with 1 N HCl (aq), H2O, saturated NaHCO3 (aq), and brine and dried over Na2SO4. The solvent as removed under reduced pressure and the residue was purified by flash chromatography (hexanes:ethyl acetate 2:1) to afford 47 as a pale yellow oil. RXN SMILES: [Br:1][c:2]1[cH:3][cH:4][c:5]([O:10][CH2:11][CH3:12])[c:6]([CH:7]=[O:8])[cH:9]1.[CH:16]([OH:17])=[O:18].[ClH:13].[NH2:14][OH:15]>>[Br:1][c:2]1[cH:3][cH:4][c:5]([O:10][CH2:11][CH3:12])[c:6]([C:7]#[N:14])[cH:9]1. Reactants: CCOc1ccc(Br)cc1C=O, O=CO, Cl, NO. Yields the product CCOc1ccc(Br)cc1C#N. Starting materials: BrC1=NC=C(C=N1)Br (2,5-Dibromopyrimidine), C(CC)OC=1C=C(C=CC1)B(O)O (3-propoxybenzeneboronic acid). Yields the product BrC=1C=NC(=NC1)C1=CC(=CC=C1)OCCC (5-bromo-2-(3-propoxyphenyl) pyrimidine). RXN SMILES: Br[C:2]1[N:7]=[CH:6][C:5]([Br:8])=[CH:4][N:3]=1.[CH2:9]([O:12][C:13]1[CH:14]=[C:15](B(O)O)[CH:16]=[CH:17][CH:18]=1)[CH2:10][CH3:11]>>[Br:8][C:5]1[CH:4]=[N:3][C:2]([C:17]2[CH:16]=[CH:15][CH:14]=[C:13]([O:12][CH2:9][CH2:10][CH3:11])[CH:18]=2)=[N:7][CH:6]=1. Reported procedure: 2,5-Dibromopyrimidine and 3-propoxybenzeneboronic acid are reacted analogously to Example 1 to give 5-bromo-2-(3-propoxyphenyl) pyrimidine. ##STR40## Starting materials: ClC1=CC=C(C=C1)CCN1CCC(CC1)COC1=CC=C(C=C1)[N+](=O)[O-] (1[2-(4-chlorophenyl)ethyl]-4-[(4-nitrophenoxy)methyl]piperidine). Reagents/catalysts: [Pd] (palladium on carbon). Run in C(C)(=O)O (acetic acid), Cl (hydrochloric acid). Product: ClC1=CC=C(C=C1)CCN1CCC(CC1)COC1=CC=C(C=C1)N (4-[[1-[2-(4-Chlorophenyl)ethyl]piperidin-4-yl]methoxy]benzenamine). As a reaction SMILES: [Cl:1][C:2]1[CH:7]=[CH:6][C:5]([CH2:8][CH2:9][N:10]2[CH2:15][CH2:14][CH:13]([CH2:16][O:17][C:18]3[CH:23]=[CH:22][C:21]([N+:24]([O-])=O)=[CH:20][CH:19]=3)[CH2:12][CH2:11]2)=[CH:4][CH:3]=1>C(O)(=O)C.Cl.[Pd]>[Cl:1][C:2]1[CH:3]=[CH:4][C:5]([CH2:8][CH2:9][N:10]2[CH2:11][CH2:12][CH:13]([CH2:16][O:17][C:18]3[CH:23]=[CH:22][C:21]([NH2:24])=[CH:20][CH:19]=3)[CH2:14][CH2:15]2)=[CH:6][CH:7]=1. Procedure: In a manner similar to Preparation 3, hydrogenate 1[2-(4-chlorophenyl)ethyl]-4-[(4-nitrophenoxy)methyl]piperidine in acetic acid and hydrochloric acid over palladium on carbon to obtain the title compound.